Dataset: the Open Reaction Database (ORD), a public repository of structured organic reaction records. Task: describe an organic reaction: reactants, conditions, products, and yield The reactants are ClCC(=O)NC(C)(C)C1=CC(=C(C=C1)C=1SC2=NC(=CC=C2N1)C1(CC1)C1=CC=CC=C1)F (2-chloro-N-(2-(3-fluoro-4-(5-(1-phenylcyclopropyl)-thiazolo[5,4-b]pyridine-2-yl)phenyl)propan-2-yl)acetamide), NC(=S)N (thiourea). Run in C(C)O (ethanol), C(C)(=O)O (acetic acid), C(Cl)Cl (CH2Cl2). Yields the product FC=1C=C(C=CC1C=1SC2=NC(=CC=C2N1)C1(CC1)C1=CC=CC=C1)C(C)(C)N (2-(3-fluoro-4-(5-(1-phenylcyclopropyl)thiazolo[5,4-b]pyridine-2-yl)phenyl)-propan-2-amine). Reaction SMILES: ClCC([NH:5][C:6]([C:9]1[CH:14]=[CH:13][C:12]([C:15]2[S:16][C:17]3[C:22]([N:23]=2)=[CH:21][CH:20]=[C:19]([C:24]2([C:27]4[CH:32]=[CH:31][CH:30]=[CH:29][CH:28]=4)[CH2:26][CH2:25]2)[N:18]=3)=[C:11]([F:33])[CH:10]=1)([CH3:8])[CH3:7])=O.NC(N)=S>C(O)C.C(O)(=O)C.C(Cl)Cl>[F:33][C:11]1[CH:10]=[C:9]([C:6]([NH2:5])([CH3:7])[CH3:8])[CH:14]=[CH:13][C:12]=1[C:15]1[S:16][C:17]2[C:22]([N:23]=1)=[CH:21][CH:20]=[C:19]([C:24]1([C:27]3[CH:28]=[CH:29][CH:30]=[CH:31][CH:32]=3)[CH2:25][CH2:26]1)[N:18]=2. Reported procedure: To a solution of 2-chloro-N-(2-(3-fluoro-4-(5-(1-phenylcyclopropyl)-thiazolo[5,4-b]pyridine-2-yl)phenyl)propan-2-yl)acetamide (0.51 g, 1.0 mmol) in ethanol (10 mL) and acetic acid (2 mL) was added thiourea (0.12 g, 1.58 mmol). The reaction mixture was heated to reflux for 18 hours. The reaction mixture was diluted with CH2Cl2 and washed with saturated NaHCO3 solution and brine. The organic layer was dried (MgSO4), filtered, and concentrated in vacuo. ISCO purification with 1% to 10% MeOH/CH2Cl2 ... Starting materials: Cc1ccccc1, COc1ccc2nncc(Cl)c2c1, Cl[Al](Cl)Cl. Product: Oc1ccc2nncc(Cl)c2c1. RXN SMILES: [CH3:18][c:19]1[cH:20][cH:21][cH:22][cH:23][cH:24]1.[CH3:1][O:2][c:3]1[cH:4][c:5]2[c:6]([Cl:13])[cH:7][n:8][n:9][c:10]2[cH:11][cH:12]1.[Cl:14][Al:15]([Cl:16])[Cl:17]>>[OH:2][c:3]1[cH:4][c:5]2[c:6]([Cl:13])[cH:7][n:8][n:9][c:10]2[cH:11][cH:12]1. Starting materials: N1(N=CC2=CC=CC=C12)CC(COC1=CC=C(C=C1)CCCCCCCC)O (1-(indazol-1-yl)-3-(4-octylphenoxy)propan-2-ol), C(C)(=O)OC(C)=O (acetic anhydride), C(O)([O-])=O.[Na+] (sodium hydrogen carbonate), [Na+].[Cl-] (NaCl). Solvent: CS(=O)C (DMSO), CS(=O)C (DMSO). Conditions: time 10 minute. Product: N1(N=CC2=CC=CC=C12)CC(COC1=CC=C(C=C1)CCCCCCCC)=O (1-(Indazol-1-yl)-3-(4-octylphenoxy)propan-2-one). As a reaction SMILES: C(OC(=O)C)(=O)C.[N:8]1([CH2:17][CH:18]([OH:35])[CH2:19][O:20][C:21]2[CH:26]=[CH:25][C:24]([CH2:27][CH2:28][CH2:29][CH2:30][CH2:31][CH2:32][CH2:33][CH3:34])=[CH:23][CH:22]=2)[C:16]2[C:11](=[CH:12][CH:13]=[CH:14][CH:15]=2)[CH:10]=[N:9]1.C(=O)([O-])O.[Na+].[Na+].[Cl-]>CS(C)=O>[N:8]1([CH2:17][C:18](=[O:35])[CH2:19][O:20][C:21]2[CH:22]=[CH:23][C:24]([CH2:27][CH2:28][CH2:29][CH2:30][CH2:31][CH2:32][CH2:33][CH3:34])=[CH:25][CH:26]=2)[C:16]2[C:11](=[CH:12][CH:13]=[CH:14][CH:15]=2)[CH:10]=[N:9]1 |f:2.3,4.5|. Reported procedure: 1.07 g (10.5 mmol) acetic anhydride are mixed with 10 ml absolute DMSO, stirred at room temperature for 10 min and added drop-wise to a solution of 0.100 g (0.263 mmol) 1-(indazol-1-yl)-3-(4-octylphenoxy)propan-2-ol in 10 ml absolute DMSO. Having stirred for 20 hours, the solution is poured into a mixture of 5% sodium hydrogen carbonate solution and saturated NaCl solution (1:1, v/v) and hydrolyzed for 10 min. Four extractions using diethyl ether, combination of the organic phases, concentration... The reactants are [H-].[Na+] (NaH), C(C1=CC=CC=C1)C1C(NCC1)=O (3-benzyl-2-pyrrolidinone), BrCC(=O)OCC (Ethyl bromoacetate). The solvent is C1CCOC1 (THF). Reaction conditions: time 30 minute. Yields the product C(C1=CC=CC=C1)C1C(N(CC1)CC(=O)OCC)=O (3-Benzyl-1-(ethoxycarbonylmethyl)-2-pyrrolidinone). Reaction SMILES: [H-].[Na+].[CH2:3]([CH:10]1[CH2:14][CH2:13][NH:12][C:11]1=[O:15])[C:4]1[CH:9]=[CH:8][CH:7]=[CH:6][CH:5]=1.Br[CH2:17][C:18]([O:20][CH2:21][CH3:22])=[O:19]>C1COCC1>[CH2:3]([CH:10]1[CH2:14][CH2:13][N:12]([CH2:17][C:18]([O:20][CH2:21][CH3:22])=[O:19])[C:11]1=[O:15])[C:4]1[CH:9]=[CH:8][CH:7]=[CH:6][CH:5]=1 |f:0.1|. Reported procedure: NaH (50%, 0.214 g, 4.5 mmol) was added to a solution of 3-benzyl-2-pyrrolidinone (Synthesis, 1996, 8, 941-948; 0.68 g, 3.9 mmol) in THF (15 ml). The solution was stirred at room temperature for 30 minutes. Ethyl bromoacetate (0.48 ml, 4.3 mmol) was added and the mixture stirred for 12 hours. The solvent was removed in vacuo and the residue purified by chromatography eluting with 50% EtOAc in hexane to give the product as a light yellow oil. NMR (90 MHz, CDCl3) 7.2 (m, 5H), 4.2 (m, 3H), 3.25 (m, ... Starting materials: 1(a), CCCCCC (hexane), [H-].C(C(C)C)[Al+]CC(C)C (diisobutylaluminum hydride), FC1=CC=C(C=C1)C(OCCN1CCC(CC1)C#N)C1=CC=C(C=C1)F (1-[2-bis(4-fluorophenyl)methoxyethyl]-4-piperidinecarbonitrile), CO (methanol), saturated aqueous solution, [Cl-].[NH4+] (ammonium chloride). Run in O1CCCC1 (tetrahydrofuran). Run at temperature -78 celsius, time 30 minute. Yields the product FC1=CC=C(C=C1)C(OCCN1CCC(CC1)C=O)C1=CC=C(C=C1)F (1-[2-Bis(4-fluorophenyl)methoxyethyl]-4-piperidinecarbaldehyde). Isolated yield 72.0%. Reaction SMILES: CCCCCC.[H-].C([Al+]CC(C)C)C(C)C.[F:17][C:18]1[CH:23]=[CH:22][C:21]([CH:24]([C:36]2[CH:41]=[CH:40][C:39]([F:42])=[CH:38][CH:37]=2)[O:25][CH2:26][CH2:27][N:28]2[CH2:33][CH2:32][CH:31]([C:34]#N)[CH2:30][CH2:29]2)=[CH:20][CH:19]=1.[Cl-].[NH4+].C[OH:46]>O1CCCC1>[F:17][C:18]1[CH:23]=[CH:22][C:21]([CH:24]([C:36]2[CH:41]=[CH:40][C:39]([F:42])=[CH:38][CH:37]=2)[O:25][CH2:26][CH2:27][N:28]2[CH2:33][CH2:32][CH:31]([CH:34]=[O:46])[CH2:30][CH2:29]2)=[CH:20][CH:19]=1 |f:1.2,4.5|. Procedure details: 1(a) 75 ml of a 1M hexane solution containing diisobutylaluminum hydride were added to 400 ml of tetrahydrofuran under a stream of nitrogen, and the mixture was cooled at -78° C. Whilst the mixture's internal temperature was -15° C., 20.25 g of 1-[2-bis(4-fluorophenyl)methoxyethyl]-4-piperidinecarbonitrile (prepared as described in Preparation 4) were added to the mixture over a period of 40 minutes, and the resulting mixture was stirred for 30 minutes at -15° C. The mixture was then allowed to ...